Dataset: the Open Reaction Database (ORD), a public repository of structured organic reaction records. Task: describe an organic reaction: reactants, conditions, products, and yield The reactants are CS(C)=O, CC(C)(C)OC(=O)Nc1cccc(OCCOc2ccc(-c3ccc4c(c3)N(C(=O)Nc3nc5ccccc5s3)CCC4)nc2C(=O)O)c1. Yields the product Nc1cccc(OCCOc2ccc(-c3ccc4c(c3)N(C(=O)Nc3nc5ccccc5s3)CCC4)nc2C(=O)O)c1. RXN SMILES: [CH3:50][S:51]([CH3:52])=[O:53].[s:1]1[c:2]([NH:10][C:11](=[O:12])[N:13]2[CH2:14][CH2:15][CH2:16][c:17]3[cH:18][cH:19][c:20](-[c:23]4[cH:24][cH:25][c:26]([O:32][CH2:33][CH2:34][O:35][c:36]5[cH:37][c:38]([NH:42][C:43]([O:44][C:45]([CH3:46])([CH3:47])[CH3:48])=[O:49])[cH:39][cH:40][cH:41]5)[c:27]([C:29](=[O:30])[OH:31])[n:28]4)[cH:21][c:22]32)[n:3][c:4]2[c:5]1[cH:6][cH:7][cH:8][cH:9]2>>[s:1]1[c:2]([NH:10][C:11](=[O:12])[N:13]2[CH2:14][CH2:15][CH2:16][c:17]3[cH:18][cH:19][c:20](-[c:23]4[cH:24][cH:25][c:26]([O:32][CH2:33][CH2:34][O:35][c:36]5[cH:37][c:38]([NH2:42])[cH:39][cH:40][cH:41]5)[c:27]([C:29](=[O:30])[OH:31])[n:28]4)[cH:21][c:22]32)[n:3][c:4]2[c:5]1[cH:6][cH:7][cH:8][cH:9]2. The reactants are C(=O)([O-])[O-].[K+].[K+] (K2CO3), FC1=C(CBr)C(=CC(=C1)OC)F (2,6-difluoro-4-methoxybenzyl bromide), CN(C)C=O (DMF), COC1=C(C=C(C=C1C)N1S(C2=C(N(C1=O)CC1=C(C=C(C=C1F)F)F)C=CC=C2)(=O)=O)C (2-(4-methoxy-3,5-dimethylphenyl)-4-(2,4,6-trifluorobenzyl)-2H-1,2,4-benzothiadiazin-3(4H)-one 1,1-dioxide). Yields the product FC1=C(CN2C(N(S(C3=C2C=CC=C3)(=O)=O)C3=CC(=NC=C3)OC)=O)C(=CC(=C1)OC)F (4-(2,6-Difluoro-4-methoxybenzyl)-2-(2-methoxypyridin-4-yl)-2H-1,2,4-benzothiadiazin-3(4H)-one 1,1-dioxide). RXN SMILES: [C:1]([O-:4])([O-])=O.[K+].[K+].F[C:8]1C=[C:14]([O:16][CH3:17])[CH:13]=[C:12](F)[C:9]=1CBr.COC1C(C)=CC([N:28]2[C:33](=[O:34])[N:32]([CH2:35][C:36]3[C:41]([F:42])=[CH:40][C:39](F)=[CH:38][C:37]=3[F:44])[C:31]3[CH:45]=[CH:46][CH:47]=[CH:48][C:30]=3[S:29]2(=[O:50])=[O:49])=CC=1C.C[N:53](C=O)C>>[F:44][C:37]1[CH:38]=[C:39]([O:4][CH3:1])[CH:40]=[C:41]([F:42])[C:36]=1[CH2:35][N:32]1[C:31]2[CH:45]=[CH:46][CH:47]=[CH:48][C:30]=2[S:29](=[O:49])(=[O:50])[N:28]([C:12]2[CH:9]=[CH:8][N:53]=[C:14]([O:16][CH3:17])[CH:13]=2)[C:33]1=[O:34] |f:0.1.2|. Procedure: The title compound (179 mg, 0.39 mmol) was prepared from (IntA4) (152 mg, 0.50 mmol), K2CO3 (207 mg, 1.5 mmol) and 2,6-difluoro-4-methoxybenzyl bromide (142 mg, 0.6 mmol) in DMF (5 mL) using the methods of (115). Starting materials: C1CCOC1, Cc1cc(NC(=O)NCCCl)c2ccccc2n1, ClCCl, [Na+], O=C([O-])O, OC1(Cc2ccccc2)CCNCC1. Product: Cc1cc(NC(=O)NCCN2CCC(O)(Cc3ccccc3)CC2)c2ccccc2n1. RXN SMILES: [CH2:38]1[O:39][CH2:40][CH2:41][CH2:42]1.[Cl:15][CH2:16][CH2:17][NH:18][C:19](=[O:20])[NH:21][c:22]1[cH:23][c:24]([CH3:32])[n:25][c:26]2[cH:27][cH:28][cH:29][cH:30][c:31]12.[Cl:43][CH2:44][Cl:45].[Na+:37].[O-:33][C:34]([OH:35])=[O:36].[OH:1][C:2]1([CH2:8][c:9]2[cH:10][cH:11][cH:12][cH:13][cH:14]2)[CH2:3][CH2:4][NH:5][CH2:6][CH2:7]1>>[OH:1][C:2]1([CH2:8][c:9]2[cH:10][cH:11][cH:12][cH:13][cH:14]2)[CH2:3][CH2:4][N:5]([CH2:16][CH2:17][NH:18][C:19](=[O:20])[NH:21][c:22]2[cH:23][c:24]([CH3:32])[n:25][c:26]3[cH:27][cH:28][cH:29][cH:30][c:31]23)[CH2:6][CH2:7]1. The reactants are ice, OS(=O)(=O)O (H2SO4), S1C(=CC=C1)C=1N=CNC1C1=CC=C(C=C1)C (4-(2-thienyl)-5-p-tolyl imidazole), OCN1C(C=2C(C1=O)=CC=CC2)=O (N-hydroxymethyl-phthalimide). Solvent: C(CC)(=O)O (propionic acid). Reaction conditions: time 24 hour. Yields the product C1(C=2C(C(N1CC1=CC=C(S1)C=1N=CNC1C1=CC=C(C=C1)C)=O)=CC=CC2)=O (4-(5-phthalimidomethyl-2-thienyl)-5-p-tolyl imidazole). As a reaction SMILES: OS(O)(=O)=O.[S:6]1[CH:10]=[CH:9][CH:8]=[C:7]1[C:11]1[N:12]=[CH:13][NH:14][C:15]=1[C:16]1[CH:21]=[CH:20][C:19]([CH3:22])=[CH:18][CH:17]=1.O[CH2:24][N:25]1[C:29](=[O:30])[C:28]2=[CH:31][CH:32]=[CH:33][CH:34]=[C:27]2[C:26]1=[O:35]>C(O)(=O)CC>[C:26]1(=[O:35])[N:25]([CH2:24][C:10]2[S:6][C:7]([C:11]3[N:12]=[CH:13][NH:14][C:15]=3[C:16]3[CH:21]=[CH:20][C:19]([CH3:22])=[CH:18][CH:17]=3)=[CH:8][CH:9]=2)[C:29](=[O:30])[C:28]2=[CH:31][CH:32]=[CH:33][CH:34]=[C:27]12. Procedure details: 375 ml of concentrated H2SO4 are added dropwise to a solution of 240 g of 4-(2-thienyl)-5-p-tolyl imidazole (1 mol) in 1,000 ml of propionic acid at 0° C., and 265 g (1.5 mol) of N-hydroxymethyl-phthalimide are added portionwise. The reaction mixture is left at 25° C. for 24 hours with stirring and the resulting suspension is poured out onto 400 g of ice. The precipitate obtained is suction filtered, washed with water, taken up with ammonia (10%) and again suction-filtered. Starting materials: [Al+3], [Cl-], [Cl-], [Cl-], O, CC(C)(Br)C(=O)Nc1ccccc1. The product is CC1(C)C(=O)Nc2ccccc21. As a reaction SMILES: [Al+3:2].[Cl-:1].[Cl-:3].[Cl-:4].[OH2:18].[c:5]1([NH:11][C:12]([C:13]([CH3:14])([CH3:15])[Br:16])=[O:17])[cH:6][cH:7][cH:8][cH:9][cH:10]1>>[c:5]12[cH:6][cH:7][cH:8][cH:9][c:10]1[C:13]([CH3:14])([CH3:15])[C:12](=[O:17])[NH:11]2.